Dataset: the Open Reaction Database (ORD), a public repository of structured organic reaction records. Task: describe an organic reaction: reactants, conditions, products, and yield Starting materials: CC1COC2=C1C=CC(=C2)OC2=NC=C(C=C2)[N+](=O)[O-] (2-(3-methyl-2,3-dihydro-6-benzofuryloxy)-5-nitropyridine), CC1COC2=C1C=CC(=C2)OC2=CC=C(C=C2)[N+](=O)[O-] (4-(3-methyl-2,3-dihydro-6-benzofuryloxy)nitrobenzene). Yields the product CC1COC2=C1C=CC(=C2)OC2=CC=C(N)C=C2 (4-(3-methyl-2,3-dihydro-6-benzofuryloxy)-aniline). Isolated yield 98.0%. RXN SMILES: CC1C2C=CC(OC3C=CC([N+]([O-])=O)=CN=3)=CC=2OC1.[CH3:21][CH:22]1[C:26]2[CH:27]=[CH:28][C:29]([O:31][C:32]3[CH:37]=[CH:36][C:35]([N+:38]([O-])=O)=[CH:34][CH:33]=3)=[CH:30][C:25]=2[O:24][CH2:23]1>>[CH3:21][CH:22]1[C:26]2[CH:27]=[CH:28][C:29]([O:31][C:32]3[CH:37]=[CH:36][C:35]([NH2:38])=[CH:34][CH:33]=3)=[CH:30][C:25]=2[O:24][CH2:23]1. Reported procedure: The procedure of Example 1 was repeated except that the 2-(3-methyl-2,3-dihydro-6-benzofuryloxy)-5-nitropyridine was replaced by 4-(3-methyl-2,3-dihydro-6-benzofuryloxy)nitrobenzene. The reaction mixture was worked up in the same manner as in Example 1, obtaining the end product in the form of brown liquid (yield 98%). The reactants are C(C)(C)N1CCC(CC1)OC1=CC=2C=C3N(C2C=C1)[C@@H](CNC3=O)C ((R)-8-(1-Isopropyl-piperidin-4-yloxy)-4-methyl-3,4-dihydro-2H-pyrazino[1,2-a]indol-1-one), [H-].[Na+] (sodium hydride), ClCC=1N=C(OC1C)C1=CC=CC=C1 (4-chloromethyl-5-methyl-2-phenyloxazole). The product is C(C)(C)N1CCC(CC1)OC1=CC=2C=C3N(C2C=C1)[C@@H](CN(C3=O)CC=3N=C(OC3C)C3=CC=CC=C3)C ((R)-8-(1-Isopropyl-piperidin-4-yloxy)-4-methyl-2-(5-methyl-2-phenyl-oxazol-4-ylmethyl)-3,4-dihydro-2H-pyrazino[1,2-a]indol-1-one). Yield: 71.0%. As a reaction SMILES: [CH:1]([N:4]1[CH2:9][CH2:8][CH:7]([O:10][C:11]2[CH:19]=[CH:18][C:17]3[N:16]4[C@H:20]([CH3:25])[CH2:21][NH:22][C:23](=[O:24])[C:15]4=[CH:14][C:13]=3[CH:12]=2)[CH2:6][CH2:5]1)([CH3:3])[CH3:2].[H-].[Na+].Cl[CH2:29][C:30]1[N:31]=[C:32]([C:36]2[CH:41]=[CH:40][CH:39]=[CH:38][CH:37]=2)[O:33][C:34]=1[CH3:35]>>[CH:1]([N:4]1[CH2:9][CH2:8][CH:7]([O:10][C:11]2[CH:19]=[CH:18][C:17]3[N:16]4[C@H:20]([CH3:25])[CH2:21][N:22]([CH2:29][C:30]5[N:31]=[C:32]([C:36]6[CH:41]=[CH:40][CH:39]=[CH:38][CH:37]=6)[O:33][C:34]=5[CH3:35])[C:23](=[O:24])[C:15]4=[CH:14][C:13]=3[CH:12]=2)[CH2:6][CH2:5]1)([CH3:3])[CH3:2] |f:1.2|. Procedure: The title compound was synthesized in analogy to example 17, from (R)-8-(1-isopropyl-piperidin-4-yloxy)-4-methyl-3,4-dihydro-2H-pyrazino[1,2-a]indol-1-one (example 8), sodium hydride and 4-chloromethyl-5-methyl-2-phenyloxazole, to give the desired product as a brown solid (71%).